Dataset: the Open Reaction Database (ORD), a public repository of structured organic reaction records. Task: describe an organic reaction: reactants, conditions, products, and yield Starting materials: Br.S1CC(C1)N (thietan-3-amine hydrobromide), Cl.CN(CCCN=C=NCC)C (1-(3-Dimethylaminopropyl)-3-ethylcarbodiimide hydrochloride), O.ON1N=NC2=C1C=CC=C2 (1-hydroxybenzotriazole monohydrate), CC1=C(C(=O)O)C=CC(=C1)C=1CC(CN1)(C(F)(F)F)C1=CC(=C(C(=C1)Cl)Cl)Cl (2-methyl-4-[3-(3,4,5-trichlorophenyl)-3-(trifluoromethyl)-3,4-dihydro-2H-pyrrol-5-yl]benzoic acid). Run in CN(C=O)C (N,N-dimethylformamide), C(C)N(CC)CC (triethylamine), C(C)(C)(C)OC (t-BuOMe). Run at time 8 hour. Product: CC1=C(C(=O)NC2CSC2)C=CC(=C1)C=1CC(CN1)(C(F)(F)F)C1=CC(=C(C(=C1)Cl)Cl)Cl (2-methyl-N-(thietan-3-yl)-4-[3-(3,4,5-trichlorophenyl)-3-(trifluoromethyl)-3,4-dihydro-2H-pyrrol-5-yl]benzamide). RXN SMILES: Br.[S:2]1[CH2:5][CH:4]([NH2:6])[CH2:3]1.Cl.CN(C)CCCN=C=NCC.O.ON1C2C=CC=CC=2N=N1.[CH3:30][C:31]1[CH:39]=[C:38]([C:40]2[CH2:41][C:42]([C:49]3[CH:54]=[C:53]([Cl:55])[C:52]([Cl:56])=[C:51]([Cl:57])[CH:50]=3)([C:45]([F:48])([F:47])[F:46])[CH2:43][N:44]=2)[CH:37]=[CH:36][C:32]=1[C:33](O)=[O:34]>CN(C)C=O.C(N(CC)CC)C.C(OC)(C)(C)C>[CH3:30][C:31]1[CH:39]=[C:38]([C:40]2[CH2:41][C:42]([C:49]3[CH:50]=[C:51]([Cl:57])[C:52]([Cl:56])=[C:53]([Cl:55])[CH:54]=3)([C:45]([F:46])([F:48])[F:47])[CH2:43][N:44]=2)[CH:37]=[CH:36][C:32]=1[C:33]([NH:6][CH:4]1[CH2:5][S:2][CH2:3]1)=[O:34] |f:0.1,2.3,4.5|. Procedure details: To a solution of thietan-3-amine hydrobromide in N,N-dimethylformamide, triethylamine was added at 0° C. Then 1-(3-Dimethylaminopropyl)-3-ethylcarbodiimide hydrochloride (122 mg, 0.53 mmol), 1-hydroxybenzotriazole monohydrate (72 mg, 0.53 mmol), and 2-methyl-4-[3-(3,4,5-trichlorophenyl)-3-(trifluoromethyl)-3,4-dihydro-2H-pyrrol-5-yl]benzoic acid (200 mg, 0.44 mmol) were added to the solution. The reaction mixture was stirred overnight at room temperature and then diluted with t-BuOMe and washed ... Reactants: BrCc1ccc(CBr)cc1, O=C([O-])[O-], CN(C)C=O, CCOC(C)=O, O=C1C(CCC(O)c2ccc(F)cc2)C(c2ccc(O)cc2)N1c1ccc(F)cc1, [K+], [K+]. The product is O=C1C(CCC(O)c2ccc(F)cc2)C(c2ccc(OCc3ccc(CBr)cc3)cc2)N1c1ccc(F)cc1. Reaction SMILES: [Br:31][CH2:32][c:33]1[cH:34][cH:35][c:36]([CH2:39][Br:40])[cH:37][cH:38]1.[C:41](=[O:42])([O-:43])[O-:44].[CH3:47][N:48]([CH3:49])[CH:50]=[O:51].[CH3:52][CH2:53][O:54][C:55](=[O:56])[CH3:57].[F:1][c:2]1[cH:3][cH:4][c:5]([N:8]2[C:9](=[O:30])[CH:10]([CH2:19][CH2:20][CH:21]([OH:22])[c:23]3[cH:24][cH:25][c:26]([F:29])[cH:27][cH:28]3)[CH:11]2[c:12]2[cH:13][cH:14][c:15]([OH:18])[cH:16][cH:17]2)[cH:6][cH:7]1.[K+:45].[K+:46]>>[F:1][c:2]1[cH:3][cH:4][c:5]([N:8]2[C:9](=[O:30])[CH:10]([CH2:19][CH2:20][CH:21]([OH:22])[c:23]3[cH:24][cH:25][c:26]([F:29])[cH:27][cH:28]3)[CH:11]2[c:12]2[cH:13][cH:14][c:15]([O:18][CH2:39][c:36]3[cH:35][cH:34][c:33]([CH2:32][Br:31])[cH:38][cH:37]3)[cH:16][cH:17]2)[cH:6][cH:7]1. The reactants are CC(=CC(=O)O[C@H]1C[C@@](O[C@@H](C1)CCC1=CC=CC=C1)([C@H]1N(C(SC1)=O)CC1=CC=C(C=C1)OC)OC)C ((2R,4R,6R)-2-methoxy-2-((R)-3-(4-methoxybenzyl)-2-oxothiazolidin-4-yl)-6-phenethyl-tetrahydro-2H-pyran-4-yl 3-methylbut-2-enoate), CO[C@]1(O[C@@H]2CCC\C=C/CC\C(=C/C(O[C@@H](C1)C2)=O)\C)[C@H]2N(C(SC2)=O)CC2=CC=C(C=C2)OC ((R)-4-((1R,4Z,8Z,13R,15R)-15-methoxy-5-methyl-3-oxo-2,14-dioxa-bicyclo[11.3.1]heptadeca-4,8-dien-15-yl)-3-(4-methoxybenzyl)thiazolidin-2-one). Product: CC(=CC(=O)O[C@H]1C[C@@](O[C@@H](C1)CCC1=CC=CC=C1)([C@H]1NC(SC1)=O)O)C ((2R,4R,6R)-2-Hydroxy-2-((R)-2-oxothiazolidin-4-yl)-6-phenethyl-tetrahydro-2H-pyran-4-yl 3-Methylbut-2-enoate). As a reaction SMILES: [CH3:1][C:2]([CH3:38])=[CH:3][C:4]([O:6][C@@H:7]1[CH2:12][C@@H:11]([CH2:13][CH2:14][C:15]2[CH:20]=[CH:19][CH:18]=[CH:17][CH:16]=2)[O:10][C@@:9]([O:36]C)([C@@H:21]2[CH2:25][S:24][C:23](=[O:26])[N:22]2CC2C=CC(OC)=CC=2)[CH2:8]1)=[O:5].CO[C@]1([C@@H]2CSC(=O)N2CC2C=CC(OC)=CC=2)C[C@H]2C[C@@H](CCCC=CCCC(C)=CC(=O)O2)O1>>[CH3:1][C:2]([CH3:38])=[CH:3][C:4]([O:6][C@@H:7]1[CH2:12][C@@H:11]([CH2:13][CH2:14][C:15]2[CH:16]=[CH:17][CH:18]=[CH:19][CH:20]=2)[O:10][C@@:9]([OH:36])([C@@H:21]2[CH2:25][S:24][C:23](=[O:26])[NH:22]2)[CH2:8]1)=[O:5]. Procedure details: Application of the method shown in Example 46, with the modification that (2R,4R,6R)-2-methoxy-2-((R)-3-(4-methoxybenzyl)-2-oxothiazolidin-4-yl)-6-phenethyl-tetrahydro-2H-pyran-4-yl 3-methylbut-2-enoate is substituted for (R)-4-((1R,4Z,8Z,13R,15R)-15-methoxy-5-methyl-3-oxo-2,14-dioxa-bicyclo[11.3.1]heptadeca-4,8-dien-15-yl)-3-(4-methoxybenzyl)thiazolidin-2-one, affords the title compound.